From a dataset of the Open Reaction Database (ORD), a public repository of structured organic reaction records. describe an organic reaction: reactants, conditions, products, and yield Reactants: O (Water), BrCC1=CC=C(C=C1)[N+](=O)[O-] (1-(Bromomethyl)-4-nitrobenzene), N1(CCNCC1)C(=O)OC(C)(C)C (tert-butyl piperazine-1-carboxylate), C([O-])([O-])=O.[Na+].[Na+] (sodium carbonate). Solvent: CN(C)C=O (DMF). Reaction conditions: time 2 hour. Product: [N+](=O)([O-])C1=CC=C(CN2CCN(CC2)C(=O)OC(C)(C)C)C=C1 (tert-Butyl 4-(4-nitrobenzyl)piperazine-1-carboxylate). Isolated yield 94.8%. As a reaction SMILES: Br[CH2:2][C:3]1[CH:8]=[CH:7][C:6]([N+:9]([O-:11])=[O:10])=[CH:5][CH:4]=1.[N:12]1([C:18]([O:20][C:21]([CH3:24])([CH3:23])[CH3:22])=[O:19])[CH2:17][CH2:16][NH:15][CH2:14][CH2:13]1.C(=O)([O-])[O-].[Na+].[Na+].O>CN(C=O)C>[N+:9]([C:6]1[CH:7]=[CH:8][C:3]([CH2:2][N:15]2[CH2:14][CH2:13][N:12]([C:18]([O:20][C:21]([CH3:24])([CH3:23])[CH3:22])=[O:19])[CH2:17][CH2:16]2)=[CH:4][CH:5]=1)([O-:11])=[O:10] |f:2.3.4|. Procedure: 1-(Bromomethyl)-4-nitrobenzene (1.08 g, 5.00 mmol) was added to a vigorously stirred mixture of tert-butyl piperazine-1-carboxylate (1.02 g, 5.50 mmol) and sodium carbonate (0.583 g, 5.50 mmol) in DMF (5 mL) at room temperature and the resulting mixture stirred for two hours. Water (25 mL) was added, and the resulting suspension was allowed to stand for five minutes then filtered. The collected solid was washed with water (25 mL) and air-dried to give the title compound (I92) (1.523 g, 95% yield...